Dataset: the Open Reaction Database (ORD), a public repository of structured organic reaction records. Task: describe an organic reaction: reactants, conditions, products, and yield Reactants: CC(=O)Cl, CC1CN(c2ccc([N+](=O)[O-])cc2)C(C)CN1. The product is CC(=O)N1CC(C)N(c2ccc([N+](=O)[O-])cc2)CC1C. RXN SMILES: [CH3:18][C:19]([Cl:20])=[O:21].[CH3:1][CH:2]1[N:3]([c:9]2[cH:10][cH:11][c:12]([N+:15](=[O:16])[O-:17])[cH:13][cH:14]2)[CH2:4][CH:5]([CH3:8])[NH:6][CH2:7]1>>[CH3:1][CH:2]1[N:3]([c:9]2[cH:10][cH:11][c:12]([N+:15](=[O:16])[O-:17])[cH:13][cH:14]2)[CH2:4][CH:5]([CH3:8])[N:6]([C:19]([CH3:18])=[O:21])[CH2:7]1.